From a dataset of the Open Reaction Database (ORD), a public repository of structured organic reaction records. describe an organic reaction: reactants, conditions, products, and yield Starting materials: [BH4-], COc1c(C)c2c(c(OS(=O)(=O)c3ccc(C)cc3)c1CC1=C(C)C(=O)CC1)C(=O)OC2, CO, CCOC(C)=O, [Ce+3], [Cl-], [Cl-], [Cl-], [Na+], C1CCOC1, O, O, O, O, O, O, O. Yields the product COc1c(C)c2c(c(OS(=O)(=O)c3ccc(C)cc3)c1CC1=C(C)C(O)CC1)C(=O)OC2. As a reaction SMILES: [BH4-:44].[CH3:1][O:2][c:3]1[c:4]([CH2:25][C:26]2=[C:27]([CH3:32])[C:28](=[O:31])[CH2:29][CH2:30]2)[c:5]([O:14][S:15](=[O:16])(=[O:17])[c:18]2[cH:19][cH:20][c:21]([CH3:24])[cH:22][cH:23]2)[c:6]2[c:10]([c:11]1[CH3:12])[CH2:9][O:8][C:7]2=[O:13].[CH3:46][OH:47].[CH3:53][CH2:54][O:55][C:56](=[O:57])[CH3:58].[Ce+3:43].[Cl-:40].[Cl-:41].[Cl-:42].[Na+:45].[O:48]1[CH2:49][CH2:50][CH2:51][CH2:52]1.[OH2:33].[OH2:34].[OH2:35].[OH2:36].[OH2:37].[OH2:38].[OH2:39]>>[CH3:1][O:2][c:3]1[c:4]([CH2:25][C:26]2=[C:27]([CH3:32])[CH:28]([OH:31])[CH2:29][CH2:30]2)[c:5]([O:14][S:15](=[O:16])(=[O:17])[c:18]2[cH:19][cH:20][c:21]([CH3:24])[cH:22][cH:23]2)[c:6]2[c:10]([c:11]1[CH3:12])[CH2:9][O:8][C:7]2=[O:13].